From a dataset of the Open Reaction Database (ORD), a public repository of structured organic reaction records. describe an organic reaction: reactants, conditions, products, and yield Starting materials: Cc1cc(Br)c(C=O)c(Br)c1, CC(=O)[O-], CO, Cl, NNc1ccc(F)cc1F, [Na+]. Product: Cc1cc(Br)c(C=NNc2ccc(F)cc2F)c(Br)c1. As a reaction SMILES: [Br:1][c:2]1[c:3]([CH:4]=[O:5])[c:6]([Br:11])[cH:7][c:8]([CH3:10])[cH:9]1.[CH3:24][C:25](=[O:26])[O-:27].[CH3:28][OH:29].[ClH:12].[F:13][c:14]1[c:15]([NH:21][NH2:22])[cH:16][cH:17][c:18]([F:20])[cH:19]1.[Na+:23]>>[Br:1][c:2]1[c:3]([CH:4]=[N:22][NH:21][c:15]2[c:14]([F:13])[cH:19][c:18]([F:20])[cH:17][cH:16]2)[c:6]([Br:11])[cH:7][c:8]([CH3:10])[cH:9]1. Starting materials: CS(=O)(=O)OCC[C@@H](N1C=CC2=CC=CC(=C12)OCC1=CC=CC=C1)C1=CC(=CC=C1)Br ((3R)-3-(3-bromophenyl)-3-(7-benzyloxyindol-1-yl)propan-1-yl methanesulfonate), C(C)#N (acetonitrile). Reagents/catalysts: [C-]#N.C(CCC)[N+](CCCC)(CCCC)CCCC (tetrabutylammonium cyanide). The solvent is C(C)(=O)OCC (ethyl acetate). Product: C(C1=CC=CC=C1)OC=1C=CC=C2C=CN(C12)[C@H](CCC#N)C1=CC(=CC=C1)Br ((1R)-(-)-7-Benzyloxy-1-[1-(3-bromophenyl)-3-cyanopropyl]indole). The yield is 74.0%. RXN SMILES: CS(O[CH2:6][CH2:7][C@H:8]([C:26]1[CH:31]=[CH:30][CH:29]=[C:28]([Br:32])[CH:27]=1)[N:9]1[C:17]2[C:12](=[CH:13][CH:14]=[CH:15][C:16]=2[O:18][CH2:19][C:20]2[CH:25]=[CH:24][CH:23]=[CH:22][CH:21]=2)[CH:11]=[CH:10]1)(=O)=O.[C:33](#[N:35])C>[C-]#N.C([N+](CCCC)(CCCC)CCCC)CCC.C(OCC)(=O)C>[CH2:19]([O:18][C:16]1[CH:15]=[CH:14][CH:13]=[C:12]2[C:17]=1[N:9]([C@@H:8]([C:26]1[CH:31]=[CH:30][CH:29]=[C:28]([Br:32])[CH:27]=1)[CH2:7][CH2:6][C:33]#[N:35])[CH:10]=[CH:11]2)[C:20]1[CH:21]=[CH:22][CH:23]=[CH:24][CH:25]=1 |f:2.3|. Procedure: A solution of (3R)-3-(3-bromophenyl)-3-(7-benzyloxyindol-1-yl)propan-1-yl methanesulfonate (2.50 g, 4.86 mmol prepared as in Example 3, step (i)) and tetrabutylammonium cyanide (1.96 g, 7.30 mmol) in dry acetonitrile (40.0 ml) under nitrogen was heated under reflux for 24 h. The cooled solution was evaporated to yield an orange/brown oil which was taken up in ethyl acetate (200 ml), washed with water (3×100 ml), dried (Na2SO4) and the solvent removed in vacuo. Column chromatography (ethyl acetat... Starting materials: CO, CC(C)(C)N(CCO)N=O, C1CCOC1, O. Yields the product CC(C)(C)N(N)CCO. As a reaction SMILES: [CH3:16][OH:17].[N:1](=[O:2])[N:3]([CH2:4][CH2:5][OH:6])[C:7]([CH3:8])([CH3:9])[CH3:10].[O:11]1[CH2:12][CH2:13][CH2:14][CH2:15]1.[OH2:18]>>[NH2:1][N:3]([CH2:4][CH2:5][OH:6])[C:7]([CH3:8])([CH3:9])[CH3:10]. The reactants are C1CCOC1, O=C(C1CCCO1)N1CCN(CC(O)CCl)CC1, ClCCl, [Na+], [OH-], O. Product: O=C(C1CCCO1)N1CCN(CC2CO2)CC1. RXN SMILES: [CH2:22]1[O:23][CH2:24][CH2:25][CH2:26]1.[Cl:1][CH2:2][CH:3]([CH2:4][N:5]1[CH2:6][CH2:7][N:8]([C:11](=[O:12])[CH:13]2[O:14][CH2:15][CH2:16][CH2:17]2)[CH2:9][CH2:10]1)[OH:18].[Cl:27][CH2:28][Cl:29].[Na+:21].[OH-:20].[OH2:19]>>[CH2:2]1[CH:3]([CH2:4][N:5]2[CH2:6][CH2:7][N:8]([C:11](=[O:12])[CH:13]3[O:14][CH2:15][CH2:16][CH2:17]3)[CH2:9][CH2:10]2)[O:18]1. Starting materials: C(C)(C)(C)OC(=O)N1C(CCC1)C(NC1=C(C=C(C=C1)C1=C(C=CC=C1)S(=O)(=O)C)C)=O (2-(2′-Methanesulfonyl-3-methyl-biphenyl-4-ylcarbamoyl)-pyrrolidine-1-carboxylic acid tert-butyl ester), FC(C(=O)O)(F)F (trifluoroacetic acid). Run in C(Cl)Cl (DCM). The product is CS(=O)(=O)C1=C(C=CC=C1)C1=CC(=C(C=C1)NC(=O)C1NCCC1)C (Pyrrolidine-2-carboxylic acid (2′-methanesulfonyl-3-methyl-biphenyl-4-yl)-amide). The yield is 93.0%. RXN SMILES: C(OC([N:8]1[CH2:12][CH2:11][CH2:10][CH:9]1[C:13](=[O:32])[NH:14][C:15]1[CH:20]=[CH:19][C:18]([C:21]2[CH:26]=[CH:25][CH:24]=[CH:23][C:22]=2[S:27]([CH3:30])(=[O:29])=[O:28])=[CH:17][C:16]=1[CH3:31])=O)(C)(C)C.FC(F)(F)C(O)=O>C(Cl)Cl>[CH3:30][S:27]([C:22]1[CH:23]=[CH:24][CH:25]=[CH:26][C:21]=1[C:18]1[CH:19]=[CH:20][C:15]([NH:14][C:13]([CH:9]2[CH2:10][CH2:11][CH2:12][NH:8]2)=[O:32])=[C:16]([CH3:31])[CH:17]=1)(=[O:29])=[O:28]. Reported procedure: 2-(2′-Methanesulfonyl-3-methyl-biphenyl-4-ylcarbamoyl)-pyrrolidine-1-carboxylic acid tert-butyl ester (0.4 g, 0.87 mmol) was dissolved in 15 mL DCM and 5 mL trifluoroacetic acid and stirred at ambient temperature for 2 hour and concentrated. Redissolved in 100 mL EtOAc and 100 mL sat. NaHCO3, separated layers, washed organics with brine, dried with MgSO4, filtered and concentrated to yield title compound as an oil (0.29 g, 93%) APCI (AP−): 357.1 (M−H)−.